Dataset: the Open Reaction Database (ORD), a public repository of structured organic reaction records. Task: describe an organic reaction: reactants, conditions, products, and yield The reactants are NC1=NC(=C(C(N1)=O)C1=CC=NC=C1)C=1OC=CC1 (2-amino-6-(2-furyl)-5-(4-pyridyl)-3,4-dihydro-4-pyrimidinone), C(CC)I (n-propyl iodide). The product is NC1=NC(=C(C(N1CCC)=O)C1=CC=NC=C1)C=1OC=CC1 (2-Amino-6-(2-furyl)-3-propyl-5-(4-pyridyl)-3,4-dihydro-4-pyrimidinone). Reaction SMILES: [NH2:1][C:2]1[NH:7][C:6](=[O:8])[C:5]([C:9]2[CH:14]=[CH:13][N:12]=[CH:11][CH:10]=2)=[C:4]([C:15]2[O:16][CH:17]=[CH:18][CH:19]=2)[N:3]=1.[CH2:20](I)[CH2:21][CH3:22]>>[NH2:1][C:2]1[N:7]([CH2:20][CH2:21][CH3:22])[C:6](=[O:8])[C:5]([C:9]2[CH:10]=[CH:11][N:12]=[CH:13][CH:14]=2)=[C:4]([C:15]2[O:16][CH:17]=[CH:18][CH:19]=2)[N:3]=1. Reported procedure: The title compound was synthesized in a manner similar to that described for Example 3 from 2-amino-6-(2-furyl)-5-(4-pyridyl)-3,4-dihydro-4-pyrimidinone and n-propyl iodide. Reactants: Cl.Cl.CC1=CC(=NC=N1)N1CCC(CC1)N (1-(6-Methylpyrimidin-4-yl)piperidin-4-amine dihydrochloride), BrC1=NN2C(C(=CC=C2)C2=C(C=C(C=C2)F)Cl)=N1 (2-bromo-8-(2-chloro-4-fluorophenyl)-[1,2,4]triazolo[1,5-a]pyridine), C1(=CC=CC=C1)P(C1=CC=CC=2C(C3=CC=CC(=C3OC12)P(C1=CC=CC=C1)C1=CC=CC=C1)(C)C)C1=CC=CC=C1 (4,5-bis(diphenylphosphino)-9,9-dimethylxanthene), tris(dibenzylideneacetone)dipalladium(o) chloroform, [O-]C1=CC=CC=C1.[Na+] (sodium phenoxide). Run in O1CCOCC1 (1,4-dioxane), ClCCl (dichloromethane). Reaction conditions: temperature 130 celsius, time 60 minute. Yields the product ClC1=C(C=CC(=C1)F)C=1C=2N(C=CC1)N=C(N2)NC2CCN(CC2)C2=NC=NC(=C2)C (8-(2-Chloro-4-fluorophenyl)-N-(1-(6-methylpyrimidin-4-yl)piperidin-4-yl)-[1,2,4]triazolo[1,5-a]pyridin-2-amine). The yield is 44.3%. As a reaction SMILES: Cl.Cl.[CH3:3][C:4]1[N:9]=[CH:8][N:7]=[C:6]([N:10]2[CH2:15][CH2:14][CH:13]([NH2:16])[CH2:12][CH2:11]2)[CH:5]=1.Br[C:18]1[N:34]=[C:21]2[C:22]([C:26]3[CH:31]=[CH:30][C:29]([F:32])=[CH:28][C:27]=3[Cl:33])=[CH:23][CH:24]=[CH:25][N:20]2[N:19]=1.C1(P(C2C=CC=CC=2)C2C3OC4C(=CC=CC=4P(C4C=CC=CC=4)C4C=CC=CC=4)C(C)(C)C=3C=CC=2)C=CC=CC=1.[O-]C1C=CC=CC=1.[Na+]>ClCCl.O1CCOCC1>[Cl:33][C:27]1[CH:28]=[C:29]([F:32])[CH:30]=[CH:31][C:26]=1[C:22]1[C:21]2[N:20]([N:19]=[C:18]([NH:16][CH:13]3[CH2:14][CH2:15][N:10]([C:6]4[CH:5]=[C:4]([CH3:3])[N:9]=[CH:8][N:7]=4)[CH2:11][CH2:12]3)[N:34]=2)[CH:25]=[CH:24][CH:23]=1 |f:0.1.2,5.6|. Procedure details: 1-(6-Methylpyrimidin-4-yl)piperidin-4-amine dihydrochloride (133 mg, 0.5 mmol) was suspended in dichloromethane (15 mL) and then extracted with aqueous sodium hydroxide (2 M, 10 mL). The aqueous layer was extracted with dichloromethane (15 mL) and the organic layers were combined, dried over sodium sulfate and evaporated carefully. After addition of 2-bromo-8-(2-chloro-4-fluorophenyl)-[1,2,4]triazolo[1,5-a]pyridine (180 mg, 0.55 mmol), 4,5-bis(diphenylphosphino)-9,9-dimethylxanthene (23.1 mg, 0....